describe an organic reaction: reactants, conditions, products, and yield From a dataset of the Open Reaction Database (ORD), a public repository of structured organic reaction records. Reaction SMILES: [C:18]([BH3-:19])#[N:20].[C:1]([CH3:2])([CH3:3])([CH3:4])[O:5][C:6]([NH:7][CH2:8][CH2:9][CH2:10][CH2:11][NH2:12])=[O:13].[CH3:14][C:15](=[O:16])[OH:17].[CH3:26][OH:27].[CH:22]([CH2:23][CH3:24])=[O:25].[Na+:21]>>[C:1]([CH3:2])([CH3:3])([CH3:4])[O:5][C:6]([NH:7][CH2:8][CH2:9][CH2:10][CH2:11][NH:12][CH2:22][CH2:23][CH3:24])=[O:13]. Reactants: [BH3-]C#N, CC(C)(C)OC(=O)NCCCCN, CC(=O)O, CO, CCC=O, [Na+]. Product: CCCNCCCCNC(=O)OC(C)(C)C. Reactants: CN1CC=2N=C(N=C(C2C1)N1[C@H](COCC1)C)C1=CC=C(C=C1)NC(OC1=CC=CC=C1)=O ((S)-phenyl 4-(6-methyl-4-(3-methylmorpholino)-6,7-dihydro-5H-pyrrolo[3,4-d]pyrimidin-2-yl)phenylcarbamate), COCCCN (3-methoxypropylamine). Yields the product COCCCNC(=O)NC1=CC=C(C=C1)C=1N=C(C2=C(N1)CN(C2)C)N2[C@H](COCC2)C ((S)-1-(3-methoxypropyl)-3-(4-(6-methyl-4-(3-methylmorpholino)-6,7-dihydro-5H-pyrrolo[3,4-d]pyrimidin-2-yl)phenyl)urea). RXN SMILES: [CH3:1][N:2]1[CH2:10][C:9]2[C:8]([N:11]3[CH2:16][CH2:15][O:14][CH2:13][C@@H:12]3[CH3:17])=[N:7][C:6]([C:18]3[CH:23]=[CH:22][C:21]([NH:24][C:25](=[O:33])OC4C=CC=CC=4)=[CH:20][CH:19]=3)=[N:5][C:4]=2[CH2:3]1.[CH3:34][O:35][CH2:36][CH2:37][CH2:38][NH2:39]>>[CH3:34][O:35][CH2:36][CH2:37][CH2:38][NH:39][C:25]([NH:24][C:21]1[CH:20]=[CH:19][C:18]([C:6]2[N:7]=[C:8]([N:11]3[CH2:16][CH2:15][O:14][CH2:13][C@@H:12]3[CH3:17])[C:9]3[CH2:10][N:2]([CH3:1])[CH2:3][C:4]=3[N:5]=2)=[CH:23][CH:22]=1)=[O:33]. Reported procedure: Method as described for example 51 using intermediate 10 and 3-methoxypropylamine as starting materials. Purified by prep. LCMS (high pH). Starting materials: CC(=O)[O-], CC(=O)CC(C)=O, CCO, [K+], O=N[O-], N#Cc1ccccc1N, [Na+], O, O=[N+]([O-])O, O=P(O)(O)O. Yields the product CC(=O)C(=NNc1ccccc1C#N)C(C)=O. As a reaction SMILES: [CH3:24][C:25](=[O:26])[O-:27].[CH3:28][C:29](=[O:30])[CH2:31][C:32]([CH3:33])=[O:34].[CH3:36][CH2:37][OH:38].[K+:23].[N:19]([O-:20])=[O:21].[NH2:1][c:2]1[c:3]([C:4]#[N:5])[cH:6][cH:7][cH:8][cH:9]1.[Na+:22].[OH2:35].[OH:15][N+:16](=[O:17])[O-:18].[P:10](=[O:11])([OH:12])([OH:13])[OH:14]>>[NH:1]([c:2]1[c:3]([C:4]#[N:5])[cH:6][cH:7][cH:8][cH:9]1)[N:19]=[C:31]([C:29]([CH3:28])=[O:30])[C:32]([CH3:33])=[O:34]. RXN SMILES: [H-].[Al+3].[Li+].[H-].[H-].[H-].C(N1C=CC=CC1N)C.[CH3:16][N:17]1[CH2:34][C:32]2=[C:33]3[C:28](=[C:29]([O:35][CH3:36])[CH:30]=[CH:31]2)[O:27][C@H:26]2[C@@:20]3([CH:21]=[CH:22][C:23]([CH2:25]2)=[O:24])[CH2:19][CH2:18]1.CN1CC2C=CC(OC)=C3C=2[C@]2([C@@H](O3)C[C@@H](O)C=C2)CC1.CN1CC2=C3C(=C(OC)C=C2)OC2C3(C=CC(O)C2)CC1>CCOCC.ClCCl.CO>[CH3:16][N:17]1[CH2:34][C:32]2=[C:33]3[C:28](=[C:29]([O:35][CH3:36])[CH:30]=[CH:31]2)[O:27][C@H:26]2[C@@:20]3([CH:21]=[CH:22][C@@H:23]([OH:24])[CH2:25]2)[CH2:19][CH2:18]1 |f:0.1.2.3.4.5,11.12|. Run at time 20 hour. Solvent: ClCCl.CO (dichloromethane methanol), CCOCC (ether), CCOCC (ether). Reactants: CN1CC[C@@]23C=C[C@@H](C[C@@H]2OC=4C3=C(C=CC4OC)C1)O (galanthamine), CN1CCC23C=CC(CC2OC4=C(C=CC(=C34)C1)OC)O (epigalanthamine), (-)-N-methy-ephedrine, [H-].[Al+3].[Li+].[H-].[H-].[H-] (Lithium aluminium hydride), CN1CC[C@]23C=CC(=O)C[C@H]2OC4=C(C=CC(=C34)C1)OC ((+) narwedine), C(C)N1C(C=CC=C1)N (N-Ethyl-2-aminopyridine). Yields the product CN1CC[C@]23C=C[C@H](C[C@H]2OC4=C(C=CC(=C34)C1)OC)O ((+) galanthamine), (+)-epigalanthamine. Isolated yield 26.0%. Reported procedure: Lithium aluminium hydride (1M in ether, 1.2 ml, 1.20 mmol) was placed in a two necked round bottom flask fitted with a reflux condenser and nitrogen inlet. (-)-N-methy-ephedrine (0.23 g, 1.26 mmol) in ether (1 ml) was added dropwise and the solution was heated at reflux for 1 hour then cooled to room temperature. N-Ethyl-2-aminopyridine (0.31g, 2.52 mmol) in ether (1 ml) was added and the bright yellow solution was heated under reflux for a further 1 hour. The solution was cooled to -78° C. and ... Reactants: S1C=NC=C1 (thiazole), C(CCC)[Li] (n-butyllithium), C1(CCC1)=O (cyclobutanone). Run in O1CCCC1 (tetrahydrofuran). Run at time 15 minute. Product: S1C(=NC=C1)C1(CCC1)O (1-(thiazol-2-yl)cyclobutanol). RXN SMILES: [S:1]1[CH:5]=[CH:4][N:3]=[CH:2]1.C([Li])CCC.[C:11]1(=[O:15])[CH2:14][CH2:13][CH2:12]1>O1CCCC1>[S:1]1[CH:5]=[CH:4][N:3]=[C:2]1[C:11]1([OH:15])[CH2:14][CH2:13][CH2:12]1. Procedure: To a cold (−78° C.) solution of thiazole (6.59 ml, 93 mmol) in tetrahydrofuran (238 mL) was added n-butyllithium (58.0 mL, 93 mmol) dropwise. The reaction was stirred for 15 minutes, and cyclobutanone (5.0 g, 71.3 mmol) was added via syringe. The reaction was stirred for 10 minutes and was then quenched by the addition of saturated aqueous bicarbonate solution. The cold bath was removed, and the reaction was warmed to room temperature. Ethyl acetate was added, and the layers were separated. The ... RXN SMILES: [Cl:1][C:2]1[CH:7]=[CH:6][N:5]=[C:4]2[CH:8]=[C:9]([C:11]3[N:12]([CH3:16])C=CN=3)[S:10][C:3]=12.Br[C:18]1[N:19]=[CH:20]N(C)C=1>>[Cl:1][C:2]1[CH:7]=[CH:6][N:5]=[C:4]2[CH:8]=[C:9]([C:11]3[N:12]=[CH:16][N:19]([CH3:20])[CH:18]=3)[S:10][C:3]=12. Isolated yield 29.0%. Product: ClC1=C2C(=NC=C1)C=C(S2)C=2N=CN(C2)C (7-Chloro-2-(1-methyl-1H-imidazol-4-yl)thieno[3,2-b]pyridine), solid. Starting materials: ClC1=C2C(=NC=C1)C=C(S2)C=2N(C=CN2)C (7-Chloro-2-(1-methyl-1H-imidazol-2-yl)thieno[3,2-b]pyridine), BrC=1N=CN(C1)C (4-bromo-1-methyl-1H-imidazole). Reported procedure: Following the procedure described for compound 7 (example 2, step 3) but substituting 2-bromo-1-methyl-1H-imidazole for 4-bromo-1-methyl-1H-imidazole [a) Begtrup, M.; Larsen, P.; Acta Chem. Scand. 44, 10; 1990; 1050-1057. b) Begtrup, M.; Bull. Soc. Chim. Belg.; 97; 8-9; 1988; 573-598. c) Begtrup, M.; Larsen, P.; Chem. Pharm. Bull. 42, 9; 1994; 1784-1790.], title compound 10 was obtained as an off-white solid (29% yield). MS (m/z): 250.1 (M+H).